Dataset: the Open Reaction Database (ORD), a public repository of structured organic reaction records. Task: describe an organic reaction: reactants, conditions, products, and yield Reactants: [Al+3].[Cl-].[Cl-].[Cl-] (AlCl3), COC=1C=CC2=C(CC3=C(C(C2)CC(=O)OCC)C=CC=C3)C1 (ethyl (±)-10,11-dihydro-3-methoxy-5H-dibenzo[a,d]cycloheptene-10-acetate). The solvent is C(Cl)Cl (CH2Cl2). Reaction conditions: time 3 hour. Product: OC=1C=CC2=C(CC3=C(C(C2)CC(=O)OCC)C=CC=C3)C1 (Ethyl (±)-10,11-dihydro-3-hydroxy-5H-dibenzo[a,d]cycloheptene-10-acetate), oil. The yield is 100.0%. RXN SMILES: [Al+3].[Cl-].[Cl-].[Cl-].C[O:6][C:7]1[CH:8]=[CH:9][C:10]2[CH2:16][CH:15]([CH2:17][C:18]([O:20][CH2:21][CH3:22])=[O:19])[C:14]3[CH:23]=[CH:24][CH:25]=[CH:26][C:13]=3[CH2:12][C:11]=2[CH:27]=1>C(Cl)Cl>[OH:6][C:7]1[CH:8]=[CH:9][C:10]2[CH2:16][CH:15]([CH2:17][C:18]([O:20][CH2:21][CH3:22])=[O:19])[C:14]3[CH:23]=[CH:24][CH:25]=[CH:26][C:13]=3[CH2:12][C:11]=2[CH:27]=1 |f:0.1.2.3|. Procedure details: Anhydrous AlCl3 (1.38 g, 10.35 mmol) was added all at once to a solution of ethyl (±)-10,11-dihydro-3-methoxy-5H-dibenzo[a,d]cycloheptene-10-acetate (643.6 mg, 2.07 mmol) in anhydrous CH2Cl2 (21 mL) at 0° C. under argon. The yellow solution was warmed to RT and stirred for 3 h, then was cooled to 0° C. and quenched with cold 3 N HCl (10 mL). The layers were separated, and the aqueous layer was extracted with CH2Cl2. The combined organic layers were dried (MgSO4) and concentrated. Silica gel chro... RXN SMILES: [CH2:1]([C:4]1[CH:9]=[CH:8][CH:7]=[CH:6][CH:5]=1)[CH:2]=[CH2:3].ClC1C=CC=C(C(OO)=[O:18])C=1.ClC1C=C(C=CC=1)C(O)=O>C(Cl)(Cl)Cl>[CH2:1]([C:4]12[O:18][CH:5]1[CH:6]=[CH:7][CH:8]=[CH:9]2)[CH:2]=[CH2:3]. Conditions: time 55 hour. Yields the product C(C=C)C12C(C=CC=C1)O2 (allylbenzene oxide). The reactants are ClC1=CC(=CC=C1)C(=O)OO (m-chloroperbenzoic acid), C(C=C)C1=CC=CC=C1 (allylbenzene), ClC=1C=C(C(=O)O)C=CC1 (m-chlorobenzoic acid). The solvent is 1l, C(Cl)(Cl)Cl (chloroform), C(Cl)(Cl)Cl (chloroform). Isolated yield 68.9%. Procedure: 21.6 g of allylbenzene was dissolved in 200 ml of chloroform and to the mixture was added dropwise 41.4 g of m-chloroperbenzoic acid dissolved in 1l of chloroform at 0° - 5° C. The resulting mixture was reacted with slow stirring for 55 hours while maintaining the temperature at 0° - 5° C. After the completion of the reaction, m-chlorobenzoic acid crystals were filtered off and the filtrate was washed twice with 5% sodium hydroxide solution and then water. After dried over anhydrous sodium sulfa... The reactants are C1CCOC1, COC(=O)c1coc2cc(Oc3ccnc(N)n3)ccc12, Cc1ccccc1, [Cl-], Nc1ccc(F)c(C(F)(F)F)c1, [NH4+]. Product: Nc1nccc(Oc2ccc3c(C(=O)Nc4ccc(F)c(C(F)(F)F)c4)coc3c2)n1. RXN SMILES: [CH2:43]1[O:44][CH2:45][CH2:46][CH2:47]1.[CH3:13][O:14][C:15](=[O:16])[c:17]1[cH:18][o:19][c:20]2[c:21]1[cH:22][cH:23][c:24]([O:26][c:27]1[n:28][c:29]([NH2:33])[n:30][cH:31][cH:32]1)[cH:25]2.[CH3:36][c:37]1[cH:38][cH:39][cH:40][cH:41][cH:42]1.[Cl-:34].[F:1][c:2]1[c:3]([C:9]([F:10])([F:11])[F:12])[cH:4][c:5]([NH2:6])[cH:7][cH:8]1.[NH4+:35]>>[F:1][c:2]1[c:3]([C:9]([F:10])([F:11])[F:12])[cH:4][c:5]([NH:6][C:15](=[O:14])[c:17]2[cH:18][o:19][c:20]3[c:21]2[cH:22][cH:23][c:24]([O:26][c:27]2[n:28][c:29]([NH2:33])[n:30][cH:31][cH:32]2)[cH:25]3)[cH:7][cH:8]1. The reactants are CCCn1nc(C(=O)OCC)cc1CC, CO, [NH4+], [OH-]. Product: CCCn1nc(C(N)=O)cc1CC. RXN SMILES: [CH2:1]([CH3:2])[c:3]1[cH:4][c:5]([C:11]([O:13][CH2:12][CH3:14])=[O:15])[n:6][n:7]1[CH2:8][CH2:9][CH3:10].[CH3:16][OH:17].[NH4+:19].[OH-:18]>>[CH2:1]([CH3:2])[c:3]1[cH:4][c:5]([C:11](=[O:13])[NH2:19])[n:6][n:7]1[CH2:8][CH2:9][CH3:10]. The reactants are CCN(CC)C(=O)CCN(C(=O)c1cc(Cl)cc(OCCN(C(=O)OC(C)(C)C)c2ccncc2)c1)C(C)C, ClCCl, O=C(O)C(F)(F)F, O=C(O)C(F)(F)F. Yields the product O=C(O)C(F)(F)F, CCN(CC)C(=O)CCN(C(=O)c1cc(Cl)cc(OCCNc2ccncc2)c1)C(C)C. As a reaction SMILES: [C:8]([O:9][C:10](=[O:11])[N:14]([c:15]1[cH:16][cH:17][n:18][cH:19][cH:20]1)[CH2:21][CH2:22][O:23][c:24]1[cH:25][c:26]([Cl:45])[cH:27][c:28]([C:30]([N:31]([CH:32]([CH3:33])[CH3:34])[CH2:35][CH2:36][C:37]([N:38]([CH2:39][CH3:40])[CH2:41][CH3:42])=[O:43])=[O:44])[cH:29]1)([CH3:12])([CH3:13])[CH3:46].[Cl:47][CH2:48][Cl:49].[F:1][C:2]([C:3](=[O:4])[OH:5])([F:6])[F:7].[OH:50][C:51]([C:52]([F:53])([F:54])[F:55])=[O:56]>>[F:1][C:2]([C:3](=[O:4])[OH:5])([F:6])[F:7].[NH:14]([c:15]1[cH:16][cH:17][n:18][cH:19][cH:20]1)[CH2:21][CH2:22][O:23][c:24]1[cH:25][c:26]([Cl:45])[cH:27][c:28]([C:30]([N:31]([CH:32]([CH3:33])[CH3:34])[CH2:35][CH2:36][C:37]([N:38]([CH2:39][CH3:40])[CH2:41][CH3:42])=[O:43])=[O:44])[cH:29]1. Reactants: CCO, O=C1c2ccccc2C(=O)N1C1CCC(c2ccccn2)C1. The product is NC1CCC(c2ccccn2)C1. Reaction SMILES: [CH3:23][CH2:24][OH:25].[n:1]1[c:2]([CH:7]2[CH2:8][CH:9]([N:12]3[C:13](=[O:14])[c:15]4[cH:16][cH:17][cH:18][cH:19][c:20]4[C:21]3=[O:22])[CH2:10][CH2:11]2)[cH:3][cH:4][cH:5][cH:6]1>>[n:1]1[c:2]([CH:7]2[CH2:8][CH:9]([NH2:12])[CH2:10][CH2:11]2)[cH:3][cH:4][cH:5][cH:6]1. Reactants: O=Cc1ccc(Br)cc1, Brc1cccnc1, [Li]CCCC, CCOC(C)=O, C1CCOC1. Product: OC(c1ccc(Br)cc1)c1cccnc1. As a reaction SMILES: [Br:13][c:14]1[cH:15][cH:16][c:17]([CH:18]=[O:19])[cH:20][cH:21]1.[Br:1][c:2]1[cH:3][n:4][cH:5][cH:6][cH:7]1.[CH2:8]([Li:9])[CH2:10][CH2:11][CH3:12].[CH3:27][CH2:28][O:29][C:30](=[O:31])[CH3:32].[O:22]1[CH2:23][CH2:24][CH2:25][CH2:26]1>>[c:2]1([CH:18]([c:17]2[cH:16][cH:15][c:14]([Br:13])[cH:21][cH:20]2)[OH:19])[cH:3][n:4][cH:5][cH:6][cH:7]1.